Dataset: the Open Reaction Database (ORD), a public repository of structured organic reaction records. Task: describe an organic reaction: reactants, conditions, products, and yield The reactants are BrC=1C=C(C=CC1)C(C(=O)O)O ((3-Bromo-phenyl)-hydroxy-acetic acid), C[Si](C)(C)C=[N+]=[N-] (Trimethylsilyldiazomethane), CC(=O)OI1(C=2C=CC=CC2C(=O)O1)(OC(=O)C)OC(=O)C (Dess-Martin periodinane), C([O-])(O)=O.[Na+] (sodium bicarbonate), S(=S)(=O)([O-])[O-].[Na+].[Na+] (sodium thiosulfate). Solvent: CO (methanol), C1=CC=CC=C1 (benzene). Run at time 10 minute. The product is COC(C(=O)C1=CC(=CC=C1)Br)=O ((3-bromo-phenyl)-oxo-acetic Acid Methyl Ester). Yield: 92.7%. As a reaction SMILES: [Br:1][C:2]1[CH:3]=[C:4]([CH:8]([OH:12])[C:9]([OH:11])=[O:10])[CH:5]=[CH:6][CH:7]=1.[CH3:13][Si](C=[N+]=[N-])(C)C.CC(OI1(OC(C)=O)(OC(C)=O)OC(=O)C2C=CC=CC1=2)=O.C(=O)(O)[O-].[Na+].S([O-])([O-])(=O)=S.[Na+].[Na+]>C1C=CC=CC=1.CO>[CH3:13][O:10][C:9](=[O:11])[C:8]([C:4]1[CH:5]=[CH:6][CH:7]=[C:2]([Br:1])[CH:3]=1)=[O:12] |f:3.4,5.6.7|. Procedure: (3-Bromo-phenyl)-hydroxy-acetic acid (526.4 mg, 2.23 mmol) was dissolved in benzene (6 mL) and methanol (3 mL). Trimethylsilyldiazomethane (2 M solution in diethyl ether, 1.23 mL, 2.46 mmol) was added, and the mixture was stirred at room temperature for 10 minutes. The reaction solution was concentrated under reduced pressure, and then the residue was dissolved in dichloromethane (11.2 mL). Dess-Martin periodinane (1.95 g, 4.47 mmol) was added, and the mixture was stirred at room temperature for... Reagents/catalysts: N1CCCCC1 (piperidine). Reported procedure: As shown in Scheme 2, 7-bromo-9H-fluoren-2-ylamine is reacted with 1-iodobutane to form (7-bromo-9,9-dibutyl-9H-fluoren-2-yl)-dibutylamine (21). Then, (7-bromo-9,9-dibutyl-9H-fluoren-2-yl)-dibutylamine (21) is reacted with 5-formyl-2-thiopheneboronic acid by Suzuki coupling reaction to obtain 5-(9,9-Dibutyl-7-dibutylamino-9H-fluoren-2-yl)-thiophene-2-carbaldehyde (22a). Finally, in acetonitrile, 5-(9,9-Dibutyl-7-dibutylamino-9H-fluoren-2-yl)-thiophene-2-carbaldehyde (22a) is reacted with cyanoac... Starting materials: C(CCC)C1(C2=CC(=CC=C2C=2C=CC(=CC12)C1=CC=C(S1)C=O)N(CCCC)CCCC)CCCC (5-(9,9-Dibutyl-7-dibutylamino-9H-fluoren-2-yl)-thiophene-2-carbaldehyde), C(#N)CC(=O)O (cyanoacetic acid). RXN SMILES: [CH2:1]([C:5]1([CH2:34][CH2:35][CH2:36][CH3:37])[C:17]2[CH:16]=[C:15]([C:18]3[S:22][C:21]([CH:23]=O)=[CH:20][CH:19]=3)[CH:14]=[CH:13][C:12]=2[C:11]2[C:6]1=[CH:7][C:8]([N:25]([CH2:30][CH2:31][CH2:32][CH3:33])[CH2:26][CH2:27][CH2:28][CH3:29])=[CH:9][CH:10]=2)[CH2:2][CH2:3][CH3:4].[C:38]([CH2:40][C:41]([OH:43])=[O:42])#[N:39]>C(#N)C.N1CCCCC1>[C:38]([C:40](=[CH:23][C:21]1[S:22][C:18]([C:15]2[CH:14]=[CH:13][C:12]3[C:11]4[C:6](=[CH:7][C:8]([N:25]([CH2:26][CH2:27][CH2:28][CH3:29])[CH2:30][CH2:31][CH2:32][CH3:33])=[CH:9][CH:10]=4)[C:5]([CH2:1][CH2:2][CH2:3][CH3:4])([CH2:34][CH2:35][CH2:36][CH3:37])[C:17]=3[CH:16]=2)=[CH:19][CH:20]=1)[C:41]([OH:43])=[O:42])#[N:39]. Yields the product C(#N)C(C(=O)O)=CC=1SC(=CC1)C1=CC=2C(C3=CC(=CC=C3C2C=C1)N(CCCC)CCCC)(CCCC)CCCC (2-Cyano-3-[5-(9,9-dibutyl-7-dibutylamino-9H-fluoren-2-yl)-thiophen-2-yl]-acrylic acid). The solvent is C(C)#N (acetonitrile). The reactants are ClCCl, CC(C)(C)OC(=O)NC1CCC(c2cccc(F)c2F)Cn2c(C3(C(F)(F)F)CC3)cnc21, [Na+], O=C([O-])O, O=C(O)C(F)(F)F. Yields the product NC1CCC(c2cccc(F)c2F)Cn2c(C3(C(F)(F)F)CC3)cnc21. As a reaction SMILES: [Cl:46][CH2:47][Cl:48].[F:8][c:9]1[c:10]([CH:16]2[CH2:17][CH2:18][CH:19]([NH:33][C:34](=[O:35])[O:36][C:37]([CH3:38])([CH3:39])[CH3:40])[c:20]3[n:21]([c:23]([C:26]4([C:29]([F:30])([F:31])[F:32])[CH2:27][CH2:28]4)[cH:24][n:25]3)[CH2:22]2)[cH:11][cH:12][cH:13][c:14]1[F:15].[Na+:45].[O-:41][C:42]([OH:43])=[O:44].[OH:1][C:2]([C:3]([F:4])([F:5])[F:6])=[O:7]>>[F:8][c:9]1[c:10]([CH:16]2[CH2:17][CH2:18][CH:19]([NH2:33])[c:20]3[n:21]([c:23]([C:26]4([C:29]([F:30])([F:31])[F:32])[CH2:27][CH2:28]4)[cH:24][n:25]3)[CH2:22]2)[cH:11][cH:12][cH:13][c:14]1[F:15].